From a dataset of the Open Reaction Database (ORD), a public repository of structured organic reaction records. describe an organic reaction: reactants, conditions, products, and yield Reactants: [BH4-], CCO, [Na+], N#CC1(c2ccccc2)CC2CC1CC2=O. The product is N#CC1(c2ccccc2)CC2CC1CC2O. RXN SMILES: [BH4-:17].[CH3:19][CH2:20][OH:21].[Na+:18].[O:1]=[C:2]1[CH:3]2[CH2:4][C:5]([C:9]#[N:10])([c:11]3[cH:12][cH:13][cH:14][cH:15][cH:16]3)[CH:6]([CH2:7]1)[CH2:8]2>>[OH:1][CH:2]1[CH:3]2[CH2:4][C:5]([C:9]#[N:10])([c:11]3[cH:12][cH:13][cH:14][cH:15][cH:16]3)[CH:6]([CH2:7]1)[CH2:8]2. Reactants: C([O-])(O)=O.[Na+] (sodium bicarbonate), S(O)(O)(=O)=O (sulfuric acid), ClC=1C(=NC=C(C(=O)O)C1)Cl (5,6-dichloronicotinic acid). The solvent is CO (methanol), CO (methanol). Reaction conditions: temperature 4 celsius, time 18 hour. Yields the product white solid, COC(C1=CN=C(C(=C1)Cl)Cl)=O (5,6-dichloro-nicotinic acid methyl ester). The yield is 97.0%. As a reaction SMILES: S(=O)(=O)(O)O.[Cl:6][C:7]1[C:8]([Cl:16])=[N:9][CH:10]=[C:11]([CH:15]=1)[C:12]([OH:14])=[O:13].[C:17](=O)(O)[O-].[Na+]>CO>[CH3:17][O:13][C:12](=[O:14])[C:11]1[CH:15]=[C:7]([Cl:6])[C:8]([Cl:16])=[N:9][CH:10]=1 |f:2.3|. Reported procedure: 4.45 mL of sulfuric acid was added to 5.0 g of 5,6-dichloronicotinic acid (26 mmol) dissolved in 50 mL of methanol, and refluxed under heating and stirring for 18 hours. The mixture was cooled to 4° C. neutralized with a saturated sodium bicarbonate solution, and methanol was concentrated under reduced pressure. The aqueous layer was extracted with ethyl acetate, and the organic layer was separated to be dried over magnesium sulfate, and concentrated under reduced pressure. The residue was separ... Reactants: CC(c1cccc2ccccc12)N(CC1CN(C(=O)NC2CCC(C(=O)O)CC2)CC1c1ccccc1)C(=O)OC(C)(C)C, C1COCCO1, Cl, C1COCCO1. The product is CC(NCC1CN(C(=O)NC2CCC(C(=O)O)CC2)CC1c1ccccc1)c1cccc2ccccc12. Reaction SMILES: [C:1]([O:2][C:3](=[O:4])[N:8]([CH:9]([CH3:10])[c:11]1[cH:12][cH:13][cH:14][c:15]2[cH:16][cH:17][cH:18][cH:19][c:20]12)[CH2:21][CH:22]1[CH2:23][N:24]([C:33](=[O:34])[NH:35][CH:36]2[CH2:37][CH2:38][CH:39]([C:42](=[O:43])[OH:44])[CH2:40][CH2:41]2)[CH2:25][CH:26]1[c:27]1[cH:28][cH:29][cH:30][cH:31][cH:32]1)([CH3:5])([CH3:6])[CH3:7].[CH2:52]1[O:53][CH2:54][CH2:55][O:56][CH2:57]1.[ClH:51].[O:45]1[CH2:46][CH2:47][O:48][CH2:49][CH2:50]1>>[NH:8]([CH:9]([CH3:10])[c:11]1[cH:12][cH:13][cH:14][c:15]2[cH:16][cH:17][cH:18][cH:19][c:20]12)[CH2:21][CH:22]1[CH2:23][N:24]([C:33](=[O:34])[NH:35][CH:36]2[CH2:37][CH2:38][CH:39]([C:42](=[O:43])[OH:44])[CH2:40][CH2:41]2)[CH2:25][CH:26]1[c:27]1[cH:28][cH:29][cH:30][cH:31][cH:32]1.